From a dataset of the Open Reaction Database (ORD), a public repository of structured organic reaction records. describe an organic reaction: reactants, conditions, products, and yield Reactants: C(=O)(OC(C)(C)C)N(C1CCC(CC1)N(C(=O)C1=C(C2=C(S1)C=CC=C2)Cl)CC=2C=C(C=CC2OCC)B(O)O)C (3-{[[4-(BOC-methyl-amino)-cyclohexyl]-(3-chloro-benzo[b]thiophene-2-carbonyl)-amino]-methyl}-4-ethoxy-benzene boronic acid), NC1=CC=C(C(=N1)C)Br (6-amino-3-bromo-2-methylpyridine). The product is Cl.Cl.NC1=CC=C(C(=N1)C)C=1C=CC(=C(CN(C(=O)C2=C(C3=C(S2)C=CC=C3)Cl)C3CCC(CC3)NC)C1)OCC (3-Chloro-benzo[b]thiophene-2-carboxylic acid [5-(6-amino-2-methyl-pyridin-3-yl)-2-ethoxy-benzyl]-(4-methylamino-cyclohexyl)-amide dihydrochloride). As a reaction SMILES: C([N:8]([CH3:41])[CH:9]1[CH2:14][CH2:13][CH:12]([N:15]([CH2:28][C:29]2[CH:30]=[C:31](B(O)O)[CH:32]=[CH:33][C:34]=2[O:35][CH2:36][CH3:37])[C:16]([C:18]2[S:22][C:21]3[CH:23]=[CH:24][CH:25]=[CH:26][C:20]=3[C:19]=2[Cl:27])=[O:17])[CH2:11][CH2:10]1)(OC(C)(C)C)=O.[NH2:42][C:43]1[N:48]=[C:47]([CH3:49])[C:46](Br)=[CH:45][CH:44]=1>>[ClH:27].[ClH:27].[NH2:42][C:43]1[N:48]=[C:47]([CH3:49])[C:46]([C:31]2[CH:32]=[CH:33][C:34]([O:35][CH2:36][CH3:37])=[C:29]([CH:30]=2)[CH2:28][N:15]([CH:12]2[CH2:11][CH2:10][CH:9]([NH:8][CH3:41])[CH2:14][CH2:13]2)[C:16]([C:18]2[S:22][C:21]3[CH:23]=[CH:24][CH:25]=[CH:26][C:20]=3[C:19]=2[Cl:27])=[O:17])=[CH:45][CH:44]=1 |f:2.3.4|. Procedure details: The title compound was prepared from boronic acid (12) (25 mg, 42 μmol) and 6-amino-3-bromo-2-methylpyridine (6.5 mg, 41 μmol) in accordance with Method L2. The reactants are N([C@@H](CC(OC(C)(C)C)=O)C(=O)O)C(=O)OCC1C2=CC=CC=C2C2=CC=CC=C12 (FmocAsp(OtBu)-OH), C1=CC2=C(N=C1)N(N=N2)O.CC(N=C=NC(C)C)C (HOAt DIC), C(CC)=O (propionaldehyde), N([C@@H](CC1=CC=CC=C1)C(=O)O)C(=O)OC(C)(C)C (BocPhe). Run in CC(=O)O.C1(=CC=CC=C1)C (HOAc toluene), O (H2O). The product is C(C1=CC=CC=C1)[C@@H]1NC([C@@H](N(C1=O)CCC)CC(=O)O)=O (2-[5-Benzyl-3,6-dioxo-1-propyl-(2S, 5S)-perhydro-2-pyrazinyl]acetic acid). As a reaction SMILES: [NH:1]([C:14](OCC1C2C(=CC=CC=2)C2C1=CC=CC=2)=O)[C@H:2](C(O)=O)[CH2:3][C:4](=[O:10])[O:5]C(C)(C)C.[CH:31](=O)[CH2:32]C.[NH:35]([C:47]([O:49]C(C)(C)C)=O)[C@H:36]([C:44]([OH:46])=O)[CH2:37][C:38]1[CH:43]=[CH:42][CH:41]=[CH:40][CH:39]=1.C1C=NC2N(O)N=NC=2C=1.CC(C)N=C=NC(C)C>CC(O)=O.C1(C)C=CC=CC=1.O>[CH2:37]([C@H:36]1[C:44](=[O:46])[N:1]([CH2:14][CH2:31][CH3:32])[C@@H:2]([CH2:3][C:4]([OH:5])=[O:10])[C:47](=[O:49])[NH:35]1)[C:38]1[CH:39]=[CH:40][CH:41]=[CH:42][CH:43]=1 |f:3.4,5.6|. Procedure: Hydroxymethyl PAM resin was coupled with FmocAsp(OtBu)-OH (Mukaiyama conditions) and reductively alkylated with propionaldehyde. BocPhe was coupled with HOAt/DIC and after Boc-deprotection the DKP formed in 1% HOAc/toluene (12 h). Yield: 45 mg (22%). 1H-NMR (400 MHz, CDCl3):δ=0.89 (t,J=7.3 Hz, 3 H), 1.45-1.49 (m,1 H), 1.65-1.69 (m, 1 H), 1.92 (dd, J=6.5, 16.7 Hz, 1 H), 2.10 (dd, J=3.6, 16.7 Hz, 1 H), 2.86-2.93 (m, 1 H), 3.11 (dd, J=3.6, 13.5 Hz, 1 H), 3.24 (dd, J=6.4, 13.5 Hz, 1 H), 3.59-3.67 (m... The reactants are CO, CCCS(=O)(=O)Nc1cccc(C=O)c1F, [K+], [OH-], O, c1ncc2cc[nH]c2n1. As a reaction SMILES: [CH3:29][OH:30].[F:1][c:2]1[c:3]([NH:10][S:11](=[O:12])(=[O:13])[CH2:14][CH2:15][CH3:16])[cH:4][cH:5][cH:6][c:7]1[CH:8]=[O:9].[K+:27].[OH-:26].[OH2:28].[n:17]1[cH:18][n:19][cH:20][c:21]2[c:22]1[nH:23][cH:24][cH:25]2>>[F:1][c:2]1[c:3]([NH:10][S:11](=[O:12])(=[O:13])[CH2:14][CH2:15][CH3:16])[cH:4][cH:5][cH:6][c:7]1[CH:8]([OH:9])[c:25]1[c:21]2[cH:20][n:19][cH:18][n:17][c:22]2[nH:23][cH:24]1. Yields the product CCCS(=O)(=O)Nc1cccc(C(O)c2c[nH]c3ncncc23)c1F. Reactants: Brc1cccnc1, Cc1cc(NC(=O)c2nc(C)ccc2N)ccn1, [Pd]. Reaction SMILES: [Br:19][c:20]1[cH:21][n:22][cH:23][cH:24][cH:25]1.[CH3:1][c:2]1[n:3][cH:4][cH:5][c:6]([NH:8][C:9](=[O:10])[c:11]2[n:12][c:13]([CH3:18])[cH:14][cH:15][c:16]2[NH2:17])[cH:7]1.[Pd:26]>>[CH3:1][c:2]1[n:3][cH:4][cH:5][c:6]([NH:8][C:9](=[O:10])[c:11]2[n:12][c:13]([CH3:18])[cH:14][cH:15][c:16]2[NH:17][c:20]2[cH:21][n:22][cH:23][cH:24][cH:25]2)[cH:7]1. Yields the product Cc1cc(NC(=O)c2nc(C)ccc2Nc2cccnc2)ccn1. Reactants: O=C1OCc2cc(Br)ccc21, O=C1CCC(=O)N1Br, O=C1OCc2c(Cl)cccc21, ClC(Cl)(Cl)Cl. The product is O=C1OC(Br)c2c(Cl)cccc21. As a reaction SMILES: [Br:12][c:13]1[cH:14][c:15]2[c:16]([cH:17][cH:18]1)[C:19](=[O:20])[O:21][CH2:22]2.[Br:23][N:24]1[C:25](=[O:26])[CH2:27][CH2:28][C:29]1=[O:30].[Cl:1][c:2]1[c:3]2[c:7]([cH:8][cH:9][cH:10]1)[C:6](=[O:11])[O:5][CH2:4]2.[Cl:31][C:32]([Cl:33])([Cl:34])[Cl:35]>>[Cl:1][c:2]1[c:3]2[c:7]([cH:8][cH:9][cH:10]1)[C:6](=[O:11])[O:5][CH:4]2[Br:12]. Run at time 1 hour. The solvent is CO (methanol), O1CCCC1 (tetrahydrofuran), [OH-].[Na+] (sodium hydroxide). Reported procedure: Methyl 3-{4-[(4-{[hexyl(4-phenyl-1,3-thiazol-2-yl)amino]methyl}benzyl)oxy]phenyl}propanoate (250 mg) was dissolved in a mixed solvent of methanol (2 mL) and tetrahydrofuran (2 mL), and 2N aqueous sodium hydroxide solution (2 mL) was added. The mixture was stirred at room temperature for 1 hr. The reaction mixture was poured into water, acidified with 1N aqueous hydrochloric acid solution, and the mixture was extracted with ethyl acetate. The ethyl acetate layer was dried using Presep Dehydration... Yield: 90.3%. Yields the product C(CCCCC)N(C=1SC=C(N1)C1=CC=CC=C1)CC1=CC=C(COC2=CC=C(C=C2)CCC(=O)O)C=C1 (3-{4-[(4-{[hexyl(4-phenyl-1,3-thiazol-2-yl)amino]methyl}benzyl)oxy]phenyl}propanoic acid). Reactants: C(CCCCC)N(C=1SC=C(N1)C1=CC=CC=C1)CC1=CC=C(COC2=CC=C(C=C2)CCC(=O)OC)C=C1 (Methyl 3-{4-[(4-{[hexyl(4-phenyl-1,3-thiazol-2-yl)amino]methyl}benzyl)oxy]phenyl}propanoate), O (water), Cl (hydrochloric acid). Reaction SMILES: [CH2:1]([N:7]([CH2:19][C:20]1[CH:39]=[CH:38][C:23]([CH2:24][O:25][C:26]2[CH:31]=[CH:30][C:29]([CH2:32][CH2:33][C:34]([O:36]C)=[O:35])=[CH:28][CH:27]=2)=[CH:22][CH:21]=1)[C:8]1[S:9][CH:10]=[C:11]([C:13]2[CH:18]=[CH:17][CH:16]=[CH:15][CH:14]=2)[N:12]=1)[CH2:2][CH2:3][CH2:4][CH2:5][CH3:6].O.Cl>CO.O1CCCC1.[OH-].[Na+]>[CH2:1]([N:7]([CH2:19][C:20]1[CH:21]=[CH:22][C:23]([CH2:24][O:25][C:26]2[CH:31]=[CH:30][C:29]([CH2:32][CH2:33][C:34]([OH:36])=[O:35])=[CH:28][CH:27]=2)=[CH:38][CH:39]=1)[C:8]1[S:9][CH:10]=[C:11]([C:13]2[CH:14]=[CH:15][CH:16]=[CH:17][CH:18]=2)[N:12]=1)[CH2:2][CH2:3][CH2:4][CH2:5][CH3:6] |f:5.6|. Reactants: CC1NCCC1(C)O, N#Cc1ccc(F)c(C(F)(F)F)c1, [Li+], [Li+], O=C([O-])[O-]. The product is CC1N(c2ccc(C#N)cc2C(F)(F)F)CCC1(C)O. Reaction SMILES: [CH3:1][CH:2]1[NH:3][CH2:4][CH2:5][C:6]1([OH:7])[CH3:8].[F:9][c:10]1[c:11]([C:18]([F:19])([F:20])[F:21])[cH:12][c:13]([C:14]#[N:15])[cH:16][cH:17]1.[Li+:22].[Li+:23].[O-:24][C:25](=[O:26])[O-:27]>>[CH3:1][CH:2]1[N:3]([c:10]2[c:11]([C:18]([F:19])([F:20])[F:21])[cH:12][c:13]([C:14]#[N:15])[cH:16][cH:17]2)[CH2:4][CH2:5][C:6]1([OH:7])[CH3:8].